From a dataset of the Open Reaction Database (ORD), a public repository of structured organic reaction records. describe an organic reaction: reactants, conditions, products, and yield RXN SMILES: [CH3:12][OH:13].[CH3:22][CH2:23][O:24][C:25](=[O:26])[CH3:27].[Cl:16][CH2:17][C:18](=[O:19])[O:20][CH3:21].[K+:15].[OH-:14].[c:1]1(-[c:7]2[n:8][n:9][n:10][nH:11]2)[cH:2][cH:3][cH:4][cH:5][cH:6]1>>[c:1]1(-[c:7]2[n:8][n:9][n:10][n:11]2[CH2:17][C:18](=[O:19])[O:20][CH3:21])[cH:2][cH:3][cH:4][cH:5][cH:6]1. Starting materials: CO, CCOC(C)=O, COC(=O)CCl, [K+], [OH-], c1ccc(-c2nnn[nH]2)cc1. Yields the product COC(=O)Cn1nnnc1-c1ccccc1. Reaction conditions: temperature 90 celsius. The reactants are C1(=CC=CC=C1)O (Phenol), O[C@H](CCNC(OC(C)(C)C)=O)C1=CC(=CC=C1)O ((R)-tert-butyl 3-hydroxy-3-(3-hydroxyphenyl)propylcarbamate), C(=O)([O-])[O-].[K+].[K+] (K2CO3), CC1=CC=C(C=C1)S(=O)(=O)OCC1CCN(CC1)C(C)=O ((1-acetylpiperidin-4-yl)methyl 4-methylbenzenesulfonate). Reaction SMILES: C1(O)C=CC=CC=1.[OH:8][C@@H:9]([C:20]1[CH:25]=[CH:24][CH:23]=[C:22]([OH:26])[CH:21]=1)[CH2:10][CH2:11][NH:12][C:13](=[O:19])[O:14][C:15]([CH3:18])([CH3:17])[CH3:16].C([O-])([O-])=O.[K+].[K+].CC1C=CC(S(O[CH2:44][CH:45]2[CH2:50][CH2:49][N:48]([C:51](=[O:53])[CH3:52])[CH2:47][CH2:46]2)(=O)=O)=CC=1>CN(C=O)C.CCOC(C)=O>[C:51]([N:48]1[CH2:49][CH2:50][CH:45]([CH2:44][O:26][C:22]2[CH:21]=[C:20]([C@H:9]([OH:8])[CH2:10][CH2:11][NH:12][C:13](=[O:19])[O:14][C:15]([CH3:18])([CH3:17])[CH3:16])[CH:25]=[CH:24][CH:23]=2)[CH2:46][CH2:47]1)(=[O:53])[CH3:52] |f:2.3.4|. The product is C(C)(=O)N1CCC(CC1)COC=1C=C(C=CC1)[C@@H](CCNC(OC(C)(C)C)=O)O ((R)-tert-butyl (3-(3-((1-acetylpiperidin-4-yl)methoxy)phenyl)-3-hydroxypropyl)carbamate). Solvent: CN(C)C=O (DMF), CCOC(=O)C (EtOAc). Procedure: Phenol (7, Intermediate I) (0.850 g, 3.20 mmol) and K2CO3 (1.32 g, 9.60 mmol) were added to a solution of (1-acetylpiperidin-4-yl)methyl 4-methylbenzenesulfonate (1.0 g, 3.20 mmol) in DMF (10 mL). The reaction mixture was heated at 90° C. overnight. The reaction mixture was diluted with EtOAc and washed with water and brine. Organic layer was dried over anhydrous Na2SO4) and concentrated under reduced pressure to give after purification by column chromatography to give (R)-tert-butyl (3-(3-((1-a... Reactants: CN(c1ccnc(Cl)n1)c1c(Cl)ccc2c1OCO2, Nc1cc(N2CCOCC2)nc(N2CCOCC2)c1. Product: CN(c1ccnc(Nc2cc(N3CCOCC3)nc(N3CCOCC3)c2)n1)c1c(Cl)ccc2c1OCO2. As a reaction SMILES: [Cl:20][c:21]1[n:22][cH:23][cH:24][c:25]([N:27]([CH3:28])[c:29]2[c:30]([Cl:38])[cH:31][cH:32][c:33]3[c:37]2[O:36][CH2:35][O:34]3)[n:26]1.[O:1]1[CH2:2][CH2:3][N:4]([c:7]2[n:8][c:9]([N:14]3[CH2:15][CH2:16][O:17][CH2:18][CH2:19]3)[cH:10][c:11]([NH2:13])[cH:12]2)[CH2:5][CH2:6]1>>[O:1]1[CH2:2][CH2:3][N:4]([c:7]2[n:8][c:9]([N:14]3[CH2:15][CH2:16][O:17][CH2:18][CH2:19]3)[cH:10][c:11]([NH:13][c:21]3[n:22][cH:23][cH:24][c:25]([N:27]([CH3:28])[c:29]4[c:30]([Cl:38])[cH:31][cH:32][c:33]5[c:37]4[O:36][CH2:35][O:34]5)[n:26]3)[cH:12]2)[CH2:5][CH2:6]1. Reactants: Cc1ccccc1, O=C(Cl)CCl, Cc1ccc(Nc2c(C)cccc2Cl)cc1. The product is Cc1ccc(N(C(=O)CCl)c2c(C)cccc2Cl)cc1. Reaction SMILES: [CH3:22][c:23]1[cH:24][cH:25][cH:26][cH:27][cH:28]1.[Cl:17][CH2:18][C:19](=[O:20])[Cl:21].[Cl:1][c:2]1[c:3]([NH:9][c:10]2[cH:11][cH:12][c:13]([CH3:16])[cH:14][cH:15]2)[c:4]([CH3:8])[cH:5][cH:6][cH:7]1>>[Cl:1][c:2]1[c:3]([N:9]([c:10]2[cH:11][cH:12][c:13]([CH3:16])[cH:14][cH:15]2)[C:19]([CH2:18][Cl:17])=[O:20])[c:4]([CH3:8])[cH:5][cH:6][cH:7]1.